From a dataset of the Open Reaction Database (ORD), a public repository of structured organic reaction records. describe an organic reaction: reactants, conditions, products, and yield Reactants: COC=1C=C(C=CC1CN1N=NC=C1)C=1OC2=C(N1)C=CC=C2 (2-[3-methoxy-4-(1H-1,2,3-triazol-1-ylmethyl)phenyl]-1,3-benzoxazole), BrCC1=C(C=C(C=C1)C=1OC2=C(N1)C=CC=C2)OC (2-[4-(bromomethyl)-3-methoxyphenyl]-1,3-benzoxazole), N1N=NN=C1 (1H-tetrazole). Yields the product COC=1C=C(C=CC1CN1N=CN=N1)C=1OC2=C(N1)C=CC=C2 (2-[3-methoxy-4-(2H-tetrazol-2-ylmethyl)phenyl]-1,3-benzoxazole), COC=1C=C(C=CC1CN1N=NN=C1)C=1OC2=C(N1)C=CC=C2 (2-[3-methoxy-4-(1H-tetrazol-1-ylmethyl)phenyl]-1,3-benzoxazole). RXN SMILES: [CH3:1][O:2][C:3]1[CH:4]=[C:5]([C:15]2[O:16][C:17]3[CH:23]=[CH:22][CH:21]=[CH:20][C:18]=3[N:19]=2)[CH:6]=[CH:7][C:8]=1[CH2:9][N:10]1C=[CH:13][N:12]=[N:11]1.Br[CH2:25][C:26]1[CH:31]=[CH:30][C:29]([C:32]2[O:33][C:34]3[CH:40]=[CH:39][CH:38]=[CH:37][C:35]=3[N:36]=2)=[CH:28][C:27]=1[O:41][CH3:42].[NH:43]1[CH:47]=[N:46][N:45]=[N:44]1>>[CH3:1][O:2][C:3]1[CH:4]=[C:5]([C:15]2[O:16][C:17]3[CH:23]=[CH:22][CH:21]=[CH:20][C:18]=3[N:19]=2)[CH:6]=[CH:7][C:8]=1[CH2:9][N:10]1[N:11]=[N:12][CH:13]=[N:36]1.[CH3:42][O:41][C:27]1[CH:28]=[C:29]([C:32]2[O:33][C:34]3[CH:40]=[CH:39][CH:38]=[CH:37][C:35]=3[N:36]=2)[CH:30]=[CH:31][C:26]=1[CH2:25][N:43]1[CH:47]=[N:46][N:45]=[N:44]1. Procedure: Utilizing the general procedure outlined for 2-[3-methoxy-4-(1H-1,2,3-triazol-1-ylmethyl)phenyl]-1,3-benzoxazole, reaction of 2-[4-(bromomethyl)-3-methoxyphenyl]-1,3-benzoxazole (300 mg, 1.0 mmol) and 1H-tetrazole (70 mg, 1.0 mmol) afforded 2-[3-methoxy-4-(2H-tetrazol-2-ylmethyl)phenyl]-1,3-benzoxazole and 2-[3-methoxy-4-(1H-tetrazol-1-ylmethyl)phenyl]-1,3-benzoxazole as colorless solids. 2-[3-methoxy-4-(2H-tetrazol-2-ylmethyl)phenyl]-1,3-benzoxazole: 1H NMR (CDCl3, 300 MHz) δ 8.52 (s, 1H), 7.72... Starting materials: C(C)C=1C=CC=C2C=CNC12 (7-ethyl-1H-indole), [Cl-].C(C1=CC=CC=C1)=[N+](C)C (benzylidene-dimethyl-ammonium chloride). Product: C(C)C=1C=CC=C2C(=CNC12)C(C1=CC=CC=C1)N(C)C ([(7-Ethyl-1H-indol-3-yl)-phenylmethyl]-dimethylamine). Reaction SMILES: [CH2:1]([C:3]1[CH:4]=[CH:5][CH:6]=[C:7]2[C:11]=1[NH:10][CH:9]=[CH:8]2)[CH3:2].[Cl-].[CH:13](=[N+:20]([CH3:22])[CH3:21])[C:14]1[CH:19]=[CH:18][CH:17]=[CH:16][CH:15]=1>>[CH2:1]([C:3]1[CH:4]=[CH:5][CH:6]=[C:7]2[C:11]=1[NH:10][CH:9]=[C:8]2[CH:13]([N:20]([CH3:22])[CH3:21])[C:14]1[CH:19]=[CH:18][CH:17]=[CH:16][CH:15]=1)[CH3:2] |f:1.2|. Procedure: The preparation was carried out in accordance with general synthesis instructions 4 from 7-ethyl-1H-indole and benzylidene-dimethyl-ammonium chloride, which had been prepared in accordance with example 1. Starting materials: BrCCCCCCCCCCCCO (12-bromododecanol), C1(C=2C(C(N1)=O)=CC=CC2)=O.[K] (potassium phthalimide). Solvent: CN(C=O)C (dimethylformamide). Reaction conditions: temperature 100 celsius, time 3 hour. Product: OCCCCCCCCCCCCN1C(C=2C(C1=O)=CC=CC2)=O (N-(12-Hydroxydodecyl)phthalimide). The yield is 96.0%. As a reaction SMILES: Br[CH2:2][CH2:3][CH2:4][CH2:5][CH2:6][CH2:7][CH2:8][CH2:9][CH2:10][CH2:11][CH2:12][CH2:13][OH:14].[C:15]1(=[O:25])[NH:19][C:18](=[O:20])[C:17]2=[CH:21][CH:22]=[CH:23][CH:24]=[C:16]12.[K]>CN(C)C=O>[OH:14][CH2:13][CH2:12][CH2:11][CH2:10][CH2:9][CH2:8][CH2:7][CH2:6][CH2:5][CH2:4][CH2:3][CH2:2][N:19]1[C:18](=[O:20])[C:17]2=[CH:21][CH:22]=[CH:23][CH:24]=[C:16]2[C:15]1=[O:25] |f:1.2,^1:25|. Procedure: To a solution of 45 g of 12-bromododecanol in 500 ml of dimethylformamide was added 75 g of potassium phthalimide and the mixture was stirred at 100° C. for 3 hours. After completion of the reaction, the solvent was distilled off and the residue was dispersed with water. The crude crystal thus separated out was recovered by filtration and recrystallized from methanol to afford 54 g of the title compound as a crystal. Starting materials: COc1cc2nccc(Oc3ccc(N)cc3)c2cc1OC, CCCCN=C=O, Cc1ccccc1. The product is CCCCNC(=O)Nc1ccc(Oc2ccnc3cc(OC)c(OC)cc23)cc1. Reaction SMILES: [CH3:1][O:2][c:3]1[cH:4][c:5]2[c:6]([O:15][c:16]3[cH:17][cH:18][c:19]([NH2:22])[cH:20][cH:21]3)[cH:7][cH:8][n:9][c:10]2[cH:11][c:12]1[O:13][CH3:14].[CH3:23][CH2:24][CH2:25][CH2:26][N:27]=[C:28]=[O:29].[CH3:30][c:31]1[cH:32][cH:33][cH:34][cH:35][cH:36]1>>[CH3:1][O:2][c:3]1[cH:4][c:5]2[c:6]([O:15][c:16]3[cH:17][cH:18][c:19]([NH:22][C:28]([NH:27][CH2:26][CH2:25][CH2:24][CH3:23])=[O:29])[cH:20][cH:21]3)[cH:7][cH:8][n:9][c:10]2[cH:11][c:12]1[O:13][CH3:14]. Starting materials: BrC1=CC=C(C=C1)S(=O)(=O)OCCCC1CCCC1 (3-cyclopentylpropyl 4-bromobenzenesulfonate), [I-].[Na+] (sodium iodide). The solvent is CC(=O)C (acetone). Conditions: time 16 hour. Yields the product C1(CCCC1)CCCI (3-Cyclopentyl-1-iodopropane). Yield: 88.4%. As a reaction SMILES: BrC1C=CC(S(O[CH2:12][CH2:13][CH2:14][CH:15]2[CH2:19][CH2:18][CH2:17][CH2:16]2)(=O)=O)=CC=1.[I-:20].[Na+]>CC(C)=O>[CH:15]1([CH2:14][CH2:13][CH2:12][I:20])[CH2:19][CH2:18][CH2:17][CH2:16]1 |f:1.2|. Reported procedure: To a solution of 3-cyclopentylpropyl 4-bromobenzenesulfonate (Preparation 12, 1.0 g, 2.85 mmol) in acetone (30 ml) was added sodium iodide (1.0 g, 6.67 mmol) and the reaction mixture was left to stir at room temperature for 16 h. The resulting precipitate was filtered and the filtrate was diluted with water (100 ml) and extracted with dichloromethane (100 ml). The extract was washed with brine (100 ml), dried (MgSO4) and concentrated in vacuo to give the title compound as a light pink oil (0.60 ... Starting materials: [O-]CC (ethoxide), [Na] (Sodium), [O-]CC (ethoxide), BrC=1C(OC(OC1C)(C)C)=O (5-bromo-2,2,6-trimethyl-4H-1,3-dioxin-4-one), Cl (HCl). Solvent: C(C)O (ethanol), CCOCC (ether). Run at temperature 0 celsius, time 30 minute. Product: C(C)OC(C(C(=O)C)Br)=O (Ethyl-α-Bromoacetoacetate). The yield is 65729.7%. Reaction SMILES: [Na].[O-]CC.[Br:5][C:6]1[C:7](=[O:15])[O:8][C:9](C)([CH3:13])[O:10][C:11]=1[CH3:12].Cl>C(O)C.CCOCC>[CH2:9]([O:8][C:7](=[O:15])[CH:6]([Br:5])[C:11]([CH3:12])=[O:10])[CH3:13] |^1:0|. Reported procedure: Sodium metal (13.7 g, 0.59 mmol) was dissolved in 500 ml of absolute ethanol, and the resulting ethoxide solution was cooled to 0° C. Crude 5-bromo-2,2,6-trimethyl-4H-1,3-dioxin-4-one (115.5 g, 0.5 mmole at 95% purity) was then added, dropwise, to the chilled ethoxide solution over 30 minutes and the dark orange reaction mixture was stirred an additional 30 minutes at 0° C. The reaction was poured into 500 ml of ether and 550 ml of 1N HCl, and the organic layer was washed repeatedly with water (...